This data is from the Open Reaction Database (ORD), a public repository of structured organic reaction records. The task is: describe an organic reaction: reactants, conditions, products, and yield Starting materials: Brc1cccc2ccc(-c3cccc4ccccc34)nc12, Cc1ccccc1, CC(C)c1cccc(C(C)C)c1N, CN(C)c1ccccc1-c1ccccc1P(C1CCCCC1)C1CCCCC1, O. Product: CC(C)c1cccc(C(C)C)c1Nc1cccc2ccc(-c3cccc4ccccc34)nc12. As a reaction SMILES: [Br:1][c:2]1[cH:3][cH:4][cH:5][c:6]2[cH:7][cH:8][c:9](-[c:12]3[cH:13][cH:14][cH:15][c:16]4[cH:17][cH:18][cH:19][cH:20][c:21]34)[n:10][c:11]12.[CH3:63][c:64]1[cH:65][cH:66][cH:67][cH:68][cH:69]1.[CH:22]([CH3:23])([CH3:24])[c:25]1[c:26]([NH2:27])[c:28]([CH:32]([CH3:33])[CH3:34])[cH:29][cH:30][cH:31]1.[CH:35]1([P:36]([CH:37]2[CH2:38][CH2:39][CH2:40][CH2:41][CH2:42]2)[c:43]2[cH:44][cH:45][cH:46][cH:47][c:48]2-[c:49]2[cH:50][cH:51][cH:52][cH:53][c:54]2[N:55]([CH3:56])[CH3:57])[CH2:58][CH2:59][CH2:60][CH2:61][CH2:62]1.[OH2:70]>>[c:2]1([NH:27][c:26]2[c:25]([CH:22]([CH3:23])[CH3:24])[cH:31][cH:30][cH:29][c:28]2[CH:32]([CH3:33])[CH3:34])[cH:3][cH:4][cH:5][c:6]2[cH:7][cH:8][c:9](-[c:12]3[cH:13][cH:14][cH:15][c:16]4[cH:17][cH:18][cH:19][cH:20][c:21]34)[n:10][c:11]12.